This data is from the Open Reaction Database (ORD), a public repository of structured organic reaction records. The task is: describe an organic reaction: reactants, conditions, products, and yield Starting materials: CCN, COC(=O)C(C)Oc1cccc2ncnc(Nc3ccc4c(cnn4Cc4ccccn4)c3)c12. Product: CCNC(=O)C(C)Oc1cccc2ncnc(Nc3ccc4c(cnn4Cc4ccccn4)c3)c12. RXN SMILES: [CH3:35][CH2:36][NH2:37].[n:1]1[c:2]([CH2:7][n:8]2[n:9][cH:10][c:11]3[cH:12][c:13]([NH:17][c:18]4[n:19][cH:20][n:21][c:22]5[cH:23][cH:24][cH:25][c:26]([O:28][CH:29]([C:30]([O:32][CH3:31])=[O:33])[CH3:34])[c:27]45)[cH:14][cH:15][c:16]23)[cH:3][cH:4][cH:5][cH:6]1>>[n:1]1[c:2]([CH2:7][n:8]2[n:9][cH:10][c:11]3[cH:12][c:13]([NH:17][c:18]4[n:19][cH:20][n:21][c:22]5[cH:23][cH:24][cH:25][c:26]([O:28][CH:29]([C:30](=[O:32])[NH:37][CH2:36][CH3:35])[CH3:34])[c:27]45)[cH:14][cH:15][c:16]23)[cH:3][cH:4][cH:5][cH:6]1.